From a dataset of the Open Reaction Database (ORD), a public repository of structured organic reaction records. describe an organic reaction: reactants, conditions, products, and yield The reactants are C(C=C)OC=1C(C=CC(C1)=O)=O (2-Allyloxy-1,4-benzoquinone), CC(=C)C1=CC=CC=C1 (α-Methylstyrene), C(C)(C)O (isopropanol). Product: C(C=C)C=1C(C=2C=C(C3=CC=CC=C3C2C(C1O)=O)C)=O (2-Allyl-3-hydroxy-9-methyl-1,4-phenanthrenequinone). RXN SMILES: C([O:4][C:5]1[C:6](=[O:12])[CH:7]=[CH:8][C:9](=[O:11])[CH:10]=1)C=C.[CH3:13][C:14]([C:16]1[CH:21]=[CH:20][CH:19]=[CH:18][CH:17]=1)=[CH2:15].[CH:22](O)([CH3:24])[CH3:23]>>[CH2:24]([C:10]1[C:9](=[O:11])[C:8]2[CH:15]=[C:14]([CH3:13])[C:16]3[C:21]([C:7]=2[C:6](=[O:12])[C:5]=1[OH:4])=[CH:20][CH:19]=[CH:18][CH:17]=3)[CH:22]=[CH2:23]. Reported procedure: 2-Allyloxy-1,4-benzoquinone (10.0 g, 61 mM) and α-Methylstyrene (70 g, 0.59 M) were dissolved in 120 ml of isopropanol to give 3.6 g (14 mM) of 2-Allyl-3-hydroxy-9-methyl-1,4-phenanthrenequinone in the same manner as in Example 7. The reactants are [H-].[Al+3].[Li+].[H-].[H-].[H-] (lithium aluminum hydride), S(O)(O)(=O)=O (sulfuric acid), ClC1=CC=C(C=C1)C1(CCC1)C(=O)O (1-(4-chlorophenyl)-cyclobutane-1-carboxylic acid), ice water. Run in O1CCCC1 (tetrahydrofuran), O1CCCC1 (tetrahydrofuran). Reaction conditions: time 1 hour. The product is ClC1=CC=C(C=C1)C1(CCC1)CO (1-(4-chlorophenyl)-1-hydroxymethylcyclobutane). Yield: 79.0%. As a reaction SMILES: [Cl:1][C:2]1[CH:7]=[CH:6][C:5]([C:8]2([C:12](O)=[O:13])[CH2:11][CH2:10][CH2:9]2)=[CH:4][CH:3]=1.[H-].[Al+3].[Li+].[H-].[H-].[H-].S(=O)(=O)(O)O>O1CCCC1>[Cl:1][C:2]1[CH:3]=[CH:4][C:5]([C:8]2([CH2:12][OH:13])[CH2:11][CH2:10][CH2:9]2)=[CH:6][CH:7]=1 |f:1.2.3.4.5.6|. Procedure details: 15.6 g of 1-(4-chlorophenyl)-cyclobutane-1-carboxylic acid, dissolved in 80 ml of absolute tetrahydrofuran, were added dropwise to 7.68 g of lithium aluminum hydride in 250 ml of absolute tetrahydrofuran at room temperature, under nitrogen. The mixture was stirred for 1 hour under reflux and for 12 hours at room temperature, after which it was hydrolyzed with ice water, acidified with 10% strength sulfuric acid and extracted with methylene chloride. The extract was dried and the solvent was evap... Reactants: CC(=O)N1c2ccc(N)cc2C(C)(c2ccccc2)CC1(C)C, ClCCl, [I-], [K+], O=N[O-], [Na+], O, O=S(=O)(O)O. Yields the product CC(=O)N1c2ccc(I)cc2C(C)(c2ccccc2)CC1(C)C. RXN SMILES: [C:5]([CH3:6])(=[O:7])[N:8]1[C:9]([CH3:26])([CH3:27])[CH2:10][C:11]([CH3:19])([c:20]2[cH:21][cH:22][cH:23][cH:24][cH:25]2)[c:12]2[cH:13][c:14]([NH2:18])[cH:15][cH:16][c:17]21.[Cl:36][CH2:37][Cl:38].[I-:34].[K+:33].[N:1]([O-:2])=[O:3].[Na+:4].[OH2:35].[S:28](=[O:29])(=[O:30])([OH:31])[OH:32]>>[C:5]([CH3:6])(=[O:7])[N:8]1[C:9]([CH3:26])([CH3:27])[CH2:10][C:11]([CH3:19])([c:20]2[cH:21][cH:22][cH:23][cH:24][cH:25]2)[c:12]2[cH:13][c:14]([I:34])[cH:15][cH:16][c:17]21. Reactants: BrC=1C(=C(C(=NC1)N)[N+](=O)[O-])N1CCN(CC1)CC1=CC=C(C=C1)Cl (5-bromo-4-[4-(4-chloro-benzyl)-piperazin-1-yl]-3-nitro-pyridin-2-ylamine), CCO (EtOH), [O-]S(=O)S(=O)[O-].[Na+].[Na+] (Na2S2O4), N1(CCOCC1)CC1=CC=C(C=O)C=C1 (4-morpholin-4-ylmethyl-benzaldehyde). Solvent: C(C)OCC (diethyl ether). Conditions: temperature 70 celsius, time 9 hour. Product: BrC=1C(=C2C(=NC1)NC(=N2)C2=CC=C(C=C2)CN2CCOCC2)N2CCN(CC2)CC2=CC=C(C=C2)Cl (6-Bromo-7-[4-(4-chloro-benzyl)-piperazin-1-yl]-2-(4-morpholin-4-ylmethyl-phenyl)-3H-imidazo[4,5-b]pyridine). Reaction SMILES: [Br:1][C:2]1[C:3]([N:12]2[CH2:17][CH2:16][N:15]([CH2:18][C:19]3[CH:24]=[CH:23][C:22]([Cl:25])=[CH:21][CH:20]=3)[CH2:14][CH2:13]2)=[C:4]([N+:9]([O-])=O)[C:5]([NH2:8])=[N:6][CH:7]=1.CCO.[N:29]1([CH2:35][C:36]2[CH:43]=[CH:42][C:39]([CH:40]=O)=[CH:38][CH:37]=2)[CH2:34][CH2:33][O:32][CH2:31][CH2:30]1.[O-]S(S([O-])=O)=O.[Na+].[Na+]>C(OCC)C>[Br:1][C:2]1[C:3]([N:12]2[CH2:17][CH2:16][N:15]([CH2:18][C:19]3[CH:24]=[CH:23][C:22]([Cl:25])=[CH:21][CH:20]=3)[CH2:14][CH2:13]2)=[C:4]2[N:9]=[C:40]([C:39]3[CH:38]=[CH:37][C:36]([CH2:35][N:29]4[CH2:34][CH2:33][O:32][CH2:31][CH2:30]4)=[CH:43][CH:42]=3)[NH:8][C:5]2=[N:6][CH:7]=1 |f:3.4.5|. Procedure details: To a mixture of 5-bromo-4-[4-(4-chloro-benzyl)-piperazin-1-yl]-3-nitro-pyridin-2-ylamine (0.064 g, 0.15 mmol) and EtOH (6.5 ml) was added 4-morpholin-4-ylmethyl-benzaldehyde (0.038 g, 0.18 mmol) followed by a freshly prepared aqueous solution of Na2S2O4 (1M; 0.60 ml, 0.60 mmol). The reaction mixture was stirred at 70° C. for 9 h, then allowed to cool to room temperature and concentrated in vacuo. The residue was absorbed on silica gel, the free-running powder was placed on a 10 g isolute silica ... Reactants: COC(=O)C(N)Cc1c[nH]cn1, CN1CCOCC1, CC#N, CN(C)C=O, O=C(CC(=Cc1ccccc1)C(=O)O)NCc1cccc2ccccc12, Cl, Cl, c1ccncc1. The product is COC(=O)C(Cc1c[nH]cn1)NC(=O)C(=Cc1ccccc1)CC(=O)NCc1cccc2ccccc12. RXN SMILES: [CH3:35][O:36][C:37]([CH:38]([NH2:39])[CH2:40][c:41]1[cH:42][nH:43][cH:44][n:45]1)=[O:46].[CH3:47][N:48]1[CH2:49][CH2:50][O:51][CH2:52][CH2:53]1.[CH3:54][C:55]#[N:56].[CH3:57][N:58]([CH3:59])[CH:60]=[O:61].[CH:1]([c:2]1[cH:3][cH:4][cH:5][cH:6][cH:7]1)=[C:8]([C:9](=[O:10])[OH:11])[CH2:12][C:13]([NH:14][CH2:15][c:16]1[cH:17][cH:18][cH:19][c:20]2[cH:21][cH:22][cH:23][cH:24][c:25]12)=[O:26].[ClH:33].[ClH:34].[cH:27]1[cH:28][cH:29][n:30][cH:31][cH:32]1>>[CH:1]([c:2]1[cH:3][cH:4][cH:5][cH:6][cH:7]1)=[C:8]([C:9](=[O:10])[NH:39][CH:38]([C:37]([O:36][CH3:35])=[O:46])[CH2:40][c:41]1[cH:42][nH:43][cH:44][n:45]1)[CH2:12][C:13]([NH:14][CH2:15][c:16]1[cH:17][cH:18][cH:19][c:20]2[cH:21][cH:22][cH:23][cH:24][c:25]12)=[O:26]. The reactants are P(=O)(Cl)(Cl)Cl (phosphorous oxychloride), CN(C)C=O (DMF), OCCC=1C=C2C=CNC2=CC1 (5-(2-hydroxyethyl)indole), CN(C)C=O (DMF). Run at temperature 80 celsius. Yields the product ClCCC=1C=C2C(=CNC2=CC1)C=O (5-(2-Chloroethyl)indole-3-carboxaldehyde). Isolated yield 90.0%. As a reaction SMILES: P(Cl)(Cl)([Cl:3])=O.O[CH2:7][CH2:8][C:9]1[CH:10]=[C:11]2[C:15](=[CH:16][CH:17]=1)[NH:14][CH:13]=[CH:12]2.CN([CH:21]=[O:22])C>>[Cl:3][CH2:7][CH2:8][C:9]1[CH:10]=[C:11]2[C:15](=[CH:16][CH:17]=1)[NH:14][CH:13]=[C:12]2[CH:21]=[O:22]. Procedure: A solution of 1.46 mL (15.7 mmol) phosphorous oxychloride in 5 mL DMF is stirred for 20 minutes. A solution of 2.11 g (13.1 mmol) 5-(2-hydroxyethyl)indole (reference example 6) in 5 mL DMF is added, and the reaction mixture is heated to 80° C. for ten minutes. The reaction is quenched with solid sodium bicarbonate and diluted with 250 mL 1:1 CH2Cl2:MeOH. The inorganic solids are filtered off, and the filtrate concentrated. The resulting residue is refluxed in 75 mL 1N HCl solution for one hour, ... The product is Cc1ccnc(NCCCC(=O)NCC(=O)NC(CC(=O)O)c2ccccc2[N+](=O)[O-])c1. The reactants are COC(=O)CC(NC(=O)CNC(=O)CCCNc1cc(C)ccn1)c1ccccc1[N+](=O)[O-], [Na+], C1COCCO1, [OH-]. Reaction SMILES: [CH3:1][c:2]1[cH:3][c:4]([NH:8][CH2:9][CH2:10][CH2:11][C:12](=[O:13])[NH:14][CH2:15][C:16](=[O:17])[NH:18][CH:19]([CH2:20][C:21](=[O:22])[O:23][CH3:24])[c:25]2[c:26]([N+:31](=[O:32])[O-:33])[cH:27][cH:28][cH:29][cH:30]2)[n:5][cH:6][cH:7]1.[Na+:35].[O:36]1[CH2:37][CH2:38][O:39][CH2:40][CH2:41]1.[OH-:34]>>[CH3:1][c:2]1[cH:3][c:4]([NH:8][CH2:9][CH2:10][CH2:11][C:12](=[O:13])[NH:14][CH2:15][C:16](=[O:17])[NH:18][CH:19]([CH2:20][C:21](=[O:22])[OH:23])[c:25]2[c:26]([N+:31](=[O:32])[O-:33])[cH:27][cH:28][cH:29][cH:30]2)[n:5][cH:6][cH:7]1.